From a dataset of the Open Reaction Database (ORD), a public repository of structured organic reaction records. describe an organic reaction: reactants, conditions, products, and yield Starting materials: N(=[N+]=[N-])C1CC2(CN(C2)C(=O)OC(C)(C)C)C1 (tert-butyl 6-azido-2-azaspiro[3.3]heptane-2-carboxylate). Reagents/catalysts: [Pd].CC(=O)[O-].CC(=O)[O-].[Pb+2] (Lindlar catalyst). Solvent: C(C)O (ethanol). Yields the product NC1CC2(CN(C2)C(=O)OC(C)(C)C)C1 (tert-Butyl 6-amino-2-azaspiro[3.3]heptane-2-carboxylate). Isolated yield 58.0%. RXN SMILES: [N:1]([CH:4]1[CH2:17][C:6]2([CH2:9][N:8]([C:10]([O:12][C:13]([CH3:16])([CH3:15])[CH3:14])=[O:11])[CH2:7]2)[CH2:5]1)=[N+]=[N-]>C(O)C.[Pd].CC([O-])=O.CC([O-])=O.[Pb+2]>[NH2:1][CH:4]1[CH2:5][C:6]2([CH2:9][N:8]([C:10]([O:12][C:13]([CH3:15])([CH3:14])[CH3:16])=[O:11])[CH2:7]2)[CH2:17]1 |f:2.3.4.5|. Reported procedure: The process is performed according to the procedure described in Example 6 (step 6.4.). Starting with 0.638 g (2.68 mmol) of tert-butyl 6-azido-2-azaspiro[3.3]heptane-2-carboxylate, obtained in step 11.5., in 11 mL of ethanol, 0.276 g (1.34 mmol) of Lindlar catalyst (PdCaCO3) is added. After purification on a column of silica gel, eluting with a 98/2/0.2 mixture of dichloromethane, methanol and 28% aqueous ammonia, 0.330 g of pure product is obtained in the form of a white powder. The reactants are CNS(=O)(=O)Cl (methylaminosulfonyl chloride), C1(=CC=CC=C1)O (phenol). Solvent: C1(=CC=CC=C1)C (toluene). Conditions: temperature 110 celsius. Yields the product C1(=CC=CC=C1)OS(NC)(=O)=O (Methylsulfamic Acid Phenyl Ester). Yield: 43.0%. RXN SMILES: [CH3:1][NH:2][S:3](Cl)(=[O:5])=[O:4].[C:7]1([OH:13])[CH:12]=[CH:11][CH:10]=[CH:9][CH:8]=1>C1(C)C=CC=CC=1>[C:7]1([O:13][S:3](=[O:5])(=[O:4])[NH:2][CH3:1])[CH:12]=[CH:11][CH:10]=[CH:9][CH:8]=1. Procedure: The reaction flask was charged with 34.1 g (0.20 mole) of methylaminosulfonyl chloride, 18.8 g (0.20 mole) of phenol and 150 ml of toluene. The dark, red solution was heated at 110° C. for 16 hours. The solution was cooled and washed with a solution of 16 g of sodium bicarbonate in 80 ml water. The toluene solution was washed with water then stirred with Type 3A molecular sieve powder and Norite "A" activated charcoal. After filtration, the filtrate was concentrated to 32.7 g of oil (87% crude y... Reactants: [BH4-].[Na+] (sodium borohydride), C1(=CC=C(C=C1)OC=1C(N(N=CC1N1CCC(CC1)=O)C1=CC=C(C=C1)Cl)=O)C1=CC=CC=C1 (4-(Biphenyl-4-yloxy)-2-(4-chlorophenyl)-5-(4-oxo-piperidin-1-yl)-2H-pyridazin-3-one), ClCCl (dichloromethane). The solvent is CO (methanol). Run at time 2 hour. Product: C1(=CC=C(C=C1)OC=1C(N(N=CC1N1CCC(CC1)O)C1=CC=C(C=C1)Cl)=O)C1=CC=CC=C1 (4-(Biphenyl-4-yloxy)-2-(4-chlorophenyl)-5-(4-hydroxypiperidin-1-yl)-2H-pyridazin-3-one). RXN SMILES: [C:1]1([C:29]2[CH:34]=[CH:33][CH:32]=[CH:31][CH:30]=2)[CH:6]=[CH:5][C:4]([O:7][C:8]2[C:9](=[O:28])[N:10]([C:21]3[CH:26]=[CH:25][C:24]([Cl:27])=[CH:23][CH:22]=3)[N:11]=[CH:12][C:13]=2[N:14]2[CH2:19][CH2:18][C:17](=[O:20])[CH2:16][CH2:15]2)=[CH:3][CH:2]=1.[BH4-].[Na+].ClCCl>CO>[C:1]1([C:29]2[CH:34]=[CH:33][CH:32]=[CH:31][CH:30]=2)[CH:2]=[CH:3][C:4]([O:7][C:8]2[C:9](=[O:28])[N:10]([C:21]3[CH:26]=[CH:25][C:24]([Cl:27])=[CH:23][CH:22]=3)[N:11]=[CH:12][C:13]=2[N:14]2[CH2:15][CH2:16][CH:17]([OH:20])[CH2:18][CH2:19]2)=[CH:5][CH:6]=1 |f:1.2|. Procedure: 0.2 g (0.424 mmol) of the compound from Example 14 are dissolved in 7 ml of methanol and, at room temperature, 50 mg (1.3 mmol) of sodium borohydride are added in portions. Stirring for 2 h is followed by dilution with dichloromethane, washing with saturated ammonium chloride solution, drying over sodium sulfate and concentration. The crude product is stirred with 25 ml of boiling methanol and then cooled and filtered off with suction. The reactants are FC1=CC=C(C=C1)C=1C(=NC=2N(C1)C=CN2)C2=CC=C(C=C2)CN2CCC(CC2)C2=NNC(=N2)C2=NC(=CC=C2)C (6-(4-fluorophenyl)-7-(4-{4-[5-(6-methylpyridine-2-yl)-1H-[1,2,4]triazole-3-yl]-piperidine-1-ylmethyl}-phenyl)-imidazo[1,2-a]pyrimidine), BrN1C(CCC1=O)=O (N-bromosuccinimide). The solvent is C(Cl)(Cl)Cl (chloroform). The product is BrC1=CN=C2N1C=C(C(=N2)C2=CC=C(C=C2)CN2CCC(CC2)C2=NNC(=N2)C2=NC(=CC=C2)C)C2=CC=C(C=C2)F (3-bromo-6-(4-fluorophenyl)-7-(4-{4-[5-(6-methylpyridine-2-yl)-1H-[1,2,4]triazole-3-yl]-piperidine-1-ylmethyl}-phenyl)-imidazo[1,2-a]pyrimidine). The yield is 65.2%. RXN SMILES: [F:1][C:2]1[CH:7]=[CH:6][C:5]([C:8]2[C:9]([C:17]3[CH:22]=[CH:21][C:20]([CH2:23][N:24]4[CH2:29][CH2:28][CH:27]([C:30]5[N:34]=[C:33]([C:35]6[CH:40]=[CH:39][CH:38]=[C:37]([CH3:41])[N:36]=6)[NH:32][N:31]=5)[CH2:26][CH2:25]4)=[CH:19][CH:18]=3)=[N:10][C:11]3[N:12]([CH:14]=[CH:15][N:16]=3)[CH:13]=2)=[CH:4][CH:3]=1.[Br:42]N1C(=O)CCC1=O>C(Cl)(Cl)Cl>[Br:42][C:14]1[N:12]2[CH:13]=[C:8]([C:5]3[CH:4]=[CH:3][C:2]([F:1])=[CH:7][CH:6]=3)[C:9]([C:17]3[CH:18]=[CH:19][C:20]([CH2:23][N:24]4[CH2:29][CH2:28][CH:27]([C:30]5[N:34]=[C:33]([C:35]6[CH:40]=[CH:39][CH:38]=[C:37]([CH3:41])[N:36]=6)[NH:32][N:31]=5)[CH2:26][CH2:25]4)=[CH:21][CH:22]=3)=[N:10][C:11]2=[N:16][CH:15]=1. Procedure: 133 mg (0.24 mmol) 6-(4-fluorophenyl)-7-(4-{4-[5-(6-methylpyridine-2-yl)-1H-[1,2,4]triazole-3-yl]-piperidine-1-ylmethyl}-phenyl)-imidazo[1,2-a]pyrimidine are dissolved in 2.5 mL chloroform. After addition of 65.2 mg (0.37 mmol) N-bromosuccinimide the reaction mixture is heated for three hours at reflux. The solvent is evaporated and the residue purified by chromatography on silicagel (eluents: dichloromethane/methanol) yielding 97.5 mg (60.8%) of the desired product. The reactants are C(#N)CCC(C(=O)OCC)=O (ethyl 4-cyano-2-oxo-butanoate), P(OCC)(OCC)[O-] (diethyl phosphite). Run at time 3.5 day. The product is C(C)OP(=O)(C(C(=O)OCC)(CCC#N)O)OCC (Ethyl 2-Diethoxyphosphinyl4-cyano-2-hydroxybutanoate). RXN SMILES: [C:1]([CH2:3][CH2:4][C:5](=[O:11])[C:6]([O:8][CH2:9][CH3:10])=[O:7])#[N:2].[P:12]([O-:19])([O:16][CH2:17][CH3:18])[O:13][CH2:14][CH3:15]>>[CH2:14]([O:13][P:12]([O:16][CH2:17][CH3:18])([C:5]([OH:11])([CH2:4][CH2:3][C:1]#[N:2])[C:6]([O:8][CH2:9][CH3:10])=[O:7])=[O:19])[CH3:15]. Reported procedure: A mixture of 7.75 g (0.05 mole) of ethyl 4-cyano-2-oxo-butanoate in 31 g (0.225 mole) of diethyl phosphite is stirred at 20°-30° for 3-4 days. The excess diethyl phosphite is removed on a rotary evaporator under high vacuum at a bath temperature of 50°-700 to yield the crude product as an oil. This is purified by chromatography on silica gel.